This data is from the Open Reaction Database (ORD), a public repository of structured organic reaction records. The task is: describe an organic reaction: reactants, conditions, products, and yield The reactants are COC(=O)C1=Cc2cc(-c3ccc4c(c3)OCO4)ccc2S(=O)(=O)CC1, COCCOC, Cl. The product is O=C(O)C1=Cc2cc(-c3ccc4c(c3)OCO4)ccc2S(=O)(=O)CC1. Reaction SMILES: [CH2:1]1[O:2][c:3]2[cH:4][c:5](-[c:10]3[cH:11][cH:12][c:13]4[c:14]([cH:26]3)[CH:15]=[C:16]([C:22](=[O:23])[O:24][CH3:25])[CH2:17][CH2:18][S:19]4(=[O:20])=[O:21])[cH:6][cH:7][c:8]2[O:9]1.[CH3:28][O:29][CH2:30][CH2:31][O:32][CH3:33].[ClH:27]>>[CH2:1]1[O:2][c:3]2[cH:4][c:5](-[c:10]3[cH:11][cH:12][c:13]4[c:14]([cH:26]3)[CH:15]=[C:16]([C:22](=[O:23])[OH:24])[CH2:17][CH2:18][S:19]4(=[O:20])=[O:21])[cH:6][cH:7][c:8]2[O:9]1. Starting materials: CN(C)C=O, [H-], CCOC(=O)C(C)(C)OCCCCCCI, [Na+], CC(=O)CNC(=O)c1ccc(C)cc1. The product is CCOC(=O)C(C)(C)OCCCCCCC(NC(=O)c1ccc(C)cc1)C(C)=O. Reaction SMILES: [CH3:33][N:34]([CH3:35])[CH:36]=[O:37].[H-:1].[I:17][CH2:18][CH2:19][CH2:20][CH2:21][CH2:22][CH2:23][O:24][C:25]([C:26](=[O:27])[O:28][CH2:29][CH3:30])([CH3:31])[CH3:32].[Na+:2].[c:3]1([CH3:16])[cH:4][cH:5][c:6]([C:9](=[O:10])[NH:11][CH2:12][C:13]([CH3:14])=[O:15])[cH:7][cH:8]1>>[c:3]1([CH3:16])[cH:4][cH:5][c:6]([C:9](=[O:10])[NH:11][CH:12]([C:13]([CH3:14])=[O:15])[CH2:18][CH2:19][CH2:20][CH2:21][CH2:22][CH2:23][O:24][C:25]([C:26](=[O:27])[O:28][CH2:29][CH3:30])([CH3:31])[CH3:32])[cH:7][cH:8]1. The reactants are N#Cc1cc(-c2ccccc2)c(-c2ccc(CBr)cc2)nc1Cl, C1CCOC1, CO, O=c1[nH]c2ccccc2n1C1CCNCC1. Product: N#Cc1cc(-c2ccccc2)c(-c2ccc(CN3CCC(n4c(=O)[nH]c5ccccc54)CC3)cc2)nc1Cl. RXN SMILES: [Br:1][CH2:2][c:3]1[cH:4][cH:5][c:6](-[c:9]2[n:10][c:11]([Cl:23])[c:12]([C:13]#[N:14])[cH:15][c:16]2-[c:17]2[cH:18][cH:19][cH:20][cH:21][cH:22]2)[cH:7][cH:8]1.[CH2:42]1[O:43][CH2:44][CH2:45][CH2:46]1.[CH3:40][OH:41].[O:24]=[c:25]1[nH:26][c:27]2[c:28]([n:29]1[CH:30]1[CH2:31][CH2:32][NH:33][CH2:34][CH2:35]1)[cH:36][cH:37][cH:38][cH:39]2>>[CH2:2]([c:3]1[cH:4][cH:5][c:6](-[c:9]2[n:10][c:11]([Cl:23])[c:12]([C:13]#[N:14])[cH:15][c:16]2-[c:17]2[cH:18][cH:19][cH:20][cH:21][cH:22]2)[cH:7][cH:8]1)[N:33]1[CH2:32][CH2:31][CH:30]([n:29]2[c:25](=[O:24])[nH:26][c:27]3[c:28]2[cH:36][cH:37][cH:38][cH:39]3)[CH2:35][CH2:34]1. Reactants: C([O-])([O-])=O.[K+].[K+] (potassium carbonate), C([O-])([O-])=O.[K+].[K+] (potassium carbonate), C1(CC1)COC1=CC=C2C=CC=C(C2=C1)N (7-(cyclopropylmethoxy)naphthalene-1-amine), Cl.ClCCNCCCl (bis(2-chloroethyl)amine hydrochloride), [I-].[K+] (potassium iodide). Run in C(CCC)O (butanol). Reaction conditions: time 10 hour. Yields the product C1(CC1)COC1=CC=C2C=CC=C(C2=C1)N1CCNCC1 (1-[7-(Cyclopropylmethoxy)naphth-1-yl]piperazine). As a reaction SMILES: [CH:1]1([CH2:4][O:5][C:6]2[CH:15]=[C:14]3[C:9]([CH:10]=[CH:11][CH:12]=[C:13]3[NH2:16])=[CH:8][CH:7]=2)[CH2:3][CH2:2]1.Cl.Cl[CH2:19][CH2:20][NH:21][CH2:22][CH2:23]Cl.[I-].[K+].C(=O)([O-])[O-].[K+].[K+]>C(O)CCC>[CH:1]1([CH2:4][O:5][C:6]2[CH:15]=[C:14]3[C:9]([CH:10]=[CH:11][CH:12]=[C:13]3[N:16]3[CH2:23][CH2:22][NH:21][CH2:20][CH2:19]3)=[CH:8][CH:7]=2)[CH2:2][CH2:3]1 |f:1.2,3.4,5.6.7|. Procedure: A mixture of 7.7 g (0.036 mol) of 7-(cyclopropylmethoxy)naphthalene-1-amine, 6 g (0.036 mol) of bis(2-chloroethyl)amine hydrochloride, 50 ml of butanol and approximately 50 mg of potassium iodide is heated at reflux for 10 h under a nitrogen atmosphere. 2.5 g (0.018 mol) of potassium carbonate are added and heating at reflux is continued for 10 h, and then, twice, a further 1.25 g (0.009 mol) of potassium carbonate are added and the mixture is heated at reflux for 10 h. The butanol is evaporated... Reactants: CCOC(C)=O, CCCCCC, COc1cccc2c1CC1=C(O2)C(=O)N(C(CC2CCCCC2)C(=O)Nc2ccn(CC3COC(C)(C)O3)n2)C1, Cl, C1CCOC1. The product is COc1cccc2c1CC1=C(O2)C(=O)N(C(CC2CCCCC2)C(=O)Nc2ccn(CC(O)CO)n2)C1. Reaction SMILES: [C:42]([O:43][CH2:44][CH3:45])(=[O:46])[CH3:47].[CH3:48][CH2:49][CH2:50][CH2:51][CH2:52][CH3:53].[CH:1]1([CH2:7][CH:8]([C:9](=[O:10])[NH:11][c:12]2[n:13][n:14]([CH2:17][CH:18]3[O:19][C:20]([CH3:23])([CH3:24])[O:21][CH2:22]3)[cH:15][cH:16]2)[N:25]2[C:26](=[O:40])[C:27]3=[C:28]([CH2:29]2)[CH2:30][c:31]2[c:32]([O:38][CH3:39])[cH:33][cH:34][cH:35][c:36]2[O:37]3)[CH2:2][CH2:3][CH2:4][CH2:5][CH2:6]1.[ClH:41].[O:54]1[CH2:55][CH2:56][CH2:57][CH2:58]1>>[CH:1]1([CH2:7][CH:8]([C:9](=[O:10])[NH:11][c:12]2[n:13][n:14]([CH2:17][CH:18]([OH:19])[CH2:22][OH:21])[cH:15][cH:16]2)[N:25]2[C:26](=[O:40])[C:27]3=[C:28]([CH2:29]2)[CH2:30][c:31]2[c:32]([O:38][CH3:39])[cH:33][cH:34][cH:35][c:36]2[O:37]3)[CH2:2][CH2:3][CH2:4][CH2:5][CH2:6]1. The reactants are CC(C)(C)OC(=O)N(CCC(O)C1OC(=O)C=C1N1CCCC1)Cc1ccc(Cl)nc1, ClCCl, O=C(O)C(F)(F)F. The product is O=C1C=C2C(O1)C(O)CCN2Cc1ccc(Cl)nc1. As a reaction SMILES: [Cl:1][c:2]1[cH:3][cH:4][c:5]([CH2:8][N:9]([C:15](=[O:16])[O:25][C:26]([CH3:27])([CH3:28])[CH3:29])[CH2:17][CH2:18][CH:19]([CH:20]2[O:21][C:22](=[O:30])[CH:23]=[C:24]2[N:10]2[CH2:11][CH2:12][CH2:13][CH2:14]2)[OH:31])[cH:6][n:7]1.[Cl:32][CH2:33][Cl:34].[OH:35][C:36]([C:37]([F:38])([F:39])[F:40])=[O:41]>>[Cl:1][c:2]1[cH:3][cH:4][c:5]([CH2:8][N:9]2[CH2:17][CH2:18][CH:19]([OH:31])[CH:20]3[O:21][C:22](=[O:30])[CH:23]=[C:24]23)[cH:6][n:7]1.